Task: describe an organic reaction: reactants, conditions, products, and yield. Dataset: the Open Reaction Database (ORD), a public repository of structured organic reaction records Reactants: ClC1=NC=C(C(=N1)Cl)I (2,4-dichloro-5-iodopyrimidine), CC(CO)CO (2-methyl-1,3-propandiol), CC1(OB(OC1(C)C)C=1SC=CC1)C (4,4,5,5-tetramethyl-2-(2-thienyl)-1,3,2-dioxaborolane). The product is ClC1=NC=C(C(=N1)OCC(CO)C)C=1SC=CC1 (3-(2-Chloro-5-thiophen-2-yl-pyrimidin-4-yloxy)-2-methyl-propan-1-ol). Reaction SMILES: [Cl:1][C:2]1[N:7]=[C:6](Cl)[C:5](I)=[CH:4][N:3]=1.[CH3:10][CH:11]([CH2:14][OH:15])[CH2:12][OH:13].CC1(C)C(C)(C)OB([C:24]2[S:25][CH:26]=[CH:27][CH:28]=2)O1>>[Cl:1][C:2]1[N:7]=[C:6]([O:13][CH2:12][CH:11]([CH3:10])[CH2:14][OH:15])[C:5]([C:24]2[S:25][CH:26]=[CH:27][CH:28]=2)=[CH:4][N:3]=1. Reported procedure: Preparation according to procedures 4b and 3 with the use of 2,4-dichloro-5-iodopyrimidine, 2-methyl-1,3-propandiol and 4,4,5,5-tetramethyl-2-(2-thienyl)-1,3,2-dioxaborolane. Starting materials: C1(CCCCC1)O (cyclohexanol), CN(C)C1=NC=CC=C1 (dimethylaminopyridine), C(C)N=C=NCCCN(C)C (1-ethyl-3-(3′-dimethylaminopropyl)carbodiimide), C(C)(C)(C)OC(=O)N1CCC(CC1)C=1SC=C(N1)C(=O)O (2-[1-(tert-butoxycarbonyl)piperidin-4-yl]-1,3-thiazole-4-carboxylic acid). Solvent: ClCCl (dichloromethane), O (water). Conditions: time 8 hour. The product is C1(CCCCC1)OC(=O)C=1N=C(SC1)C1CCN(CC1)C(=O)OC(C)(C)C (tert-Butyl 4-{4-[(cyclohexyloxy)carbonyl]-1,3-thiazol-2-yl}piperidine-1-carboxylate). RXN SMILES: [CH:1]1([OH:7])[CH2:6][CH2:5][CH2:4][CH2:3][CH2:2]1.CN(C1C=CC=CN=1)C.C(N=C=NCCCN(C)C)C.[C:28]([O:32][C:33]([N:35]1[CH2:40][CH2:39][CH:38]([C:41]2[S:42][CH:43]=[C:44]([C:46](O)=[O:47])[N:45]=2)[CH2:37][CH2:36]1)=[O:34])([CH3:31])([CH3:30])[CH3:29]>ClCCl.O>[CH:1]1([O:7][C:46]([C:44]2[N:45]=[C:41]([CH:38]3[CH2:37][CH2:36][N:35]([C:33]([O:32][C:28]([CH3:31])([CH3:30])[CH3:29])=[O:34])[CH2:40][CH2:39]3)[S:42][CH:43]=2)=[O:47])[CH2:6][CH2:5][CH2:4][CH2:3][CH2:2]1. Reported procedure: At room temperature, cyclohexanol (1.21 g), dimethylaminopyridine (113 mg) and 1-ethyl-3-(3′-dimethylaminopropyl)carbodiimide (1.87 g) are added to a solution of 2-[1-(tert-butoxycarbonyl)piperidin-4-yl]-1,3-thiazole-4-carboxylic acid (VIII-1, 2.90 g) in dichloromethane (30 ml). The mixture is stirred at room temperature overnight, and water is then added. The aqueous phase is separated off and extracted with ethyl acetate, and the combined organic phases are then dried with sodium sulfate. The ... The reactants are ClC1=CC(=C(C=N1)N(C(C1=CC(=CC(=C1)C(F)(F)F)S(=O)(=O)C)=O)C)C1=C(C=CC(=C1)F)C (N-[6-Chloro-4-(5-fluoro-2-methyl-phenyl)-pyridin-3-yl]-3-methanesulfonyl-N-methyl-5-trifluoromethyl-benzamide), [Cl-].C[Zn+] (methylzinc(II) chloride), CN1C(N(CC1)C)=O (1,3-dimethyl-2-imidazolidinone), PEPPSI-IPr, C(CC(O)(C(=O)O)CC(=O)O)(=O)O (citric acid). Solvent: C1CCOC1 (THF), CCOC(=O)C (EtOAc). Conditions: temperature 50 celsius, time 2 hour. Product: FC=1C=CC(=C(C1)C1=C(C=NC(=C1)C)N(C(C1=CC(=CC(=C1)C(F)(F)F)S(=O)(=O)C)=O)C)C (N-[4-(5-Fluoro-2-methyl-phenyl)-6-methyl-pyridin-3-yl]-3-methanesulfonyl-N-methyl-5-trifluoromethyl-benzamide). RXN SMILES: Cl[C:2]1[N:7]=[CH:6][C:5]([N:8]([CH3:25])[C:9](=[O:24])[C:10]2[CH:15]=[C:14]([C:16]([F:19])([F:18])[F:17])[CH:13]=[C:12]([S:20]([CH3:23])(=[O:22])=[O:21])[CH:11]=2)=[C:4]([C:26]2[CH:31]=[C:30]([F:32])[CH:29]=[CH:28][C:27]=2[CH3:33])[CH:3]=1.[Cl-].C[Zn+].[CH3:37]N1CCN(C)C1=O.C(O)(=O)CC(CC(O)=O)(C(O)=O)O>C1COCC1.CCOC(C)=O>[F:32][C:30]1[CH:29]=[CH:28][C:27]([CH3:33])=[C:26]([C:4]2[CH:3]=[C:2]([CH3:37])[N:7]=[CH:6][C:5]=2[N:8]([CH3:25])[C:9](=[O:24])[C:10]2[CH:15]=[C:14]([C:16]([F:19])([F:17])[F:18])[CH:13]=[C:12]([S:20]([CH3:23])(=[O:21])=[O:22])[CH:11]=2)[CH:31]=1 |f:1.2|. Reported procedure: To a solution of N-(6-chloro-4-(5-fluoro-2-methylphenyl)pyridin-3-yl)-N-methyl-3-(methylsulfonyl)-5-(trifluoromethyl)benzamide (0.055 g, 110 μmol, example 253) in THF (1.5 mL) were added methylzinc(II) chloride (82.4 μL, 165 μmol), 1,3-dimethyl-2-imidazolidinone (DMI) (0.3 mL) and PEPPSI-IPr (1.49 mg, 2.2 μmol, CAS RN 905459-27-0) and the clear solution was stirred at 50° C. for 2 hours. The reaction mixture was poured on 10% aqueous citric acid solution and EtOAc and the layers were separated. ... Starting materials: ClC=1C=CC2=C(C(C(CC(N2)=O)=CN(C)C)=O)C1 (7-chloro-4-[(dimethylamino)methylene]-3,4-dihydro-1H-benzazepine-2,5-dione), Cl.C1(CC1)C(=N)N (cyclopropancarboxamidine hydrochloride). Yields the product ClC=1C=CC2=C(C3=C(CC(N2)=O)C=NC(=N3)C3CC3)C1 (10-Chloro-2-cyclopropyl-5,7-dihydro-6H-pyrimido[5,4-d][1]benzazepin-6-one). The yield is 83.0%. As a reaction SMILES: [Cl:1][C:2]1[CH:3]=[CH:4][C:5]2[NH:11][C:10](=[O:12])[CH2:9][C:8](=[CH:13]N(C)C)[C:7](=O)[C:6]=2[CH:18]=1.Cl.[CH:20]1([C:23]([NH2:25])=[NH:24])[CH2:22][CH2:21]1>>[Cl:1][C:2]1[CH:3]=[CH:4][C:5]2[NH:11][C:10](=[O:12])[CH2:9][C:8]3[CH:13]=[N:24][C:23]([CH:20]4[CH2:22][CH2:21]4)=[N:25][C:7]=3[C:6]=2[CH:18]=1 |f:1.2|. Reported procedure: Analogous to Scheme 1, from 7-chloro-4-[(dimethylamino)methylene]-3,4-dihydro-1H-benzazepine-2,5-dione and cyclopropancarboxamidine hydrochloride. Yield: 83%. Reactants: C(CO)#N (glycolonitrile), C(C)OC(CN)OCC (aminoacetaldehyde diethyl acetal). Yields the product C(C)OC(CNCC#N)OCC ([(2,2-Diethoxyethyl)amino]-acetonitrile). Reaction SMILES: [C:1](#[N:4])[CH2:2]O.[CH2:5]([O:7][CH:8]([O:11][CH2:12][CH3:13])[CH2:9][NH2:10])[CH3:6]>>[CH2:5]([O:7][CH:8]([O:11][CH2:12][CH3:13])[CH2:9][NH:10][CH2:2][C:1]#[N:4])[CH3:6]. Reported procedure: A mixture of glycolonitrile (8.33 g, 70% solution in water, 0.1 mol) and aminoacetaldehyde diethyl acetal (14.5 mL, 0.1 mol) was heated to reflux for 3 h. After cooling, the mixture was filtered to remove traces of solid and the filtrate then concentrated in vacuo to give the desired product 4. Reactants: N(N)C1=NC=CC(=N1)C1=CC=CC=C1 (2-hydrazino-4-phenylpyrimidine), C(C)(OCC)(OCC)OCC (triethyl orthoacetate). Product: CC1=NN=C2N1C=CC(=N2)C2=CC=CC=C2 (3-Methyl-7-phenyl-1,2,4-triazolo[4,3-a]pyrimidine). RXN SMILES: [NH:1]([C:3]1[N:8]=[C:7]([C:9]2[CH:14]=[CH:13][CH:12]=[CH:11][CH:10]=2)[CH:6]=[CH:5][N:4]=1)[NH2:2].[C:15](OCC)(OCC)(OCC)[CH3:16]>>[CH3:15][C:16]1[N:4]2[CH:5]=[CH:6][C:7]([C:9]3[CH:14]=[CH:13][CH:12]=[CH:11][CH:10]=3)=[N:8][C:3]2=[N:1][N:2]=1. Reported procedure: A mixture of 2.0 g. of 2-hydrazino-4-phenylpyrimidine and 25 ml. of triethyl orthoacetate is refluxed for 8 hours. On cooling the desired compound is removed by filtration, m.p. 303°-306° C.